This data is from the Open Reaction Database (ORD), a public repository of structured organic reaction records. The task is: describe an organic reaction: reactants, conditions, products, and yield The reactants are C(CC)N=C=S (Propylisothiocyanate), N1C=C(C2=CC=CC=C12)CN[C@@H](CC(=O)OCC1=CC=CC=C1)C=1NC=C(N1)C1=CC=CC=C1 (benzyl (3S)-3-[(1H-indol-3-ylmethyl)amino]-3-(4-phenyl-1H-imidazol-2-yl)propanoate). Solvent: C1CCOC1 (THF), C1CCOC1 (THF). Run at temperature 40 celsius, time 15 hour. Yields the product N1C=C(C2=CC=CC=C12)CN1C(N(C(C[C@H]1C=1NC=C(N1)C1=CC=CC=C1)=O)CCC)=S ((6S)-1-(1H-indol-3-ylmethyl)-3-propyl-6-(4-phenyl-1H-imidazol-2-yl)-2-thioxotetrahydro-4(1H)-pyrimidinone). Isolated yield 82.0%. Reaction SMILES: [CH2:1]([N:4]=[C:5]=[S:6])[CH2:2][CH3:3].[NH:7]1[C:15]2[C:10](=[CH:11][CH:12]=[CH:13][CH:14]=2)[C:9]([CH2:16][NH:17][C@H:18]([C:30]2[NH:31][CH:32]=[C:33]([C:35]3[CH:40]=[CH:39][CH:38]=[CH:37][CH:36]=3)[N:34]=2)[CH2:19][C:20]([O:22]CC2C=CC=CC=2)=O)=[CH:8]1>C1COCC1>[NH:7]1[C:15]2[C:10](=[CH:11][CH:12]=[CH:13][CH:14]=2)[C:9]([CH2:16][N:17]2[C@H:18]([C:30]3[NH:31][CH:32]=[C:33]([C:35]4[CH:36]=[CH:37][CH:38]=[CH:39][CH:40]=4)[N:34]=3)[CH2:19][C:20](=[O:22])[N:4]([CH2:1][CH2:2][CH3:3])[C:5]2=[S:6])=[CH:8]1. Reported procedure: Propylisothiocyanate (25 μl, 1.2 eq.) is added to a solution of benzyl (3S)-3-[(1H-indol-3-ylmethyl)amino]-3-(4-phenyl-1H-imidazol-2-yl)propanoate (90 mg, 1 eq.) in 2 ml of THF. The mixture is stirred for 15 hours at a temperature of approximately 40° C. then diluted with 2 ml of THF. An aminomethylpolystyrene resin (acquired from Novabiochem, load 3.2 mmol/g, 125 mg, 2 eq.) is added. The mixture is stirred for 5 hours at a temperature of approximately 20° C. then filtered on frit. The filtrate ...